This data is from the Open Reaction Database (ORD), a public repository of structured organic reaction records. The task is: describe an organic reaction: reactants, conditions, products, and yield Reactants: CC#N, CS(=O)(=O)[O-], CS(=O)(=O)[O-], ClC(Cl)Cl, [Hg+2], CC(C(=O)O)C(O)CCCCc1ccccc1, c1ccc(P(c2ccccc2)c2ccccc2)cc1. Product: CC1C(=O)OC1CCCCc1ccccc1. Reaction SMILES: [CH3:41][C:42]#[N:43].[CH3:44][S:45]([O-:46])(=[O:47])=[O:48].[CH3:50][S:51]([O-:52])(=[O:53])=[O:54].[CH:37]([Cl:38])([Cl:39])[Cl:40].[Hg+2:49].[OH:1][CH:2]([CH:3]([C:4](=[O:5])[OH:6])[CH3:7])[CH2:8][CH2:9][CH2:10][CH2:11][c:12]1[cH:13][cH:14][cH:15][cH:16][cH:17]1.[c:18]1([P:19]([c:20]2[cH:21][cH:22][cH:23][cH:24][cH:25]2)[c:26]2[cH:27][cH:28][cH:29][cH:30][cH:31]2)[cH:32][cH:33][cH:34][cH:35][cH:36]1>>[CH:2]1([CH2:8][CH2:9][CH2:10][CH2:11][c:12]2[cH:13][cH:14][cH:15][cH:16][cH:17]2)[CH:3]([CH3:7])[C:4](=[O:6])[O:5]1. Starting materials: aqueous solution, CN (methylamine), C1(=CC=CC=C1)CC(=O)O (Phenylacetic acid). Reagents/catalysts: S(O)(O)(=O)=O (sulphuric acid). Run in CO (methanol). The product is CNC(CC1=CC=CC=C1)=O (N-methyl phenylacetamide). Yield: 92.1%. RXN SMILES: [C:1]1([CH2:7][C:8]([OH:10])=O)[CH:6]=[CH:5][CH:4]=[CH:3][CH:2]=1.[CH3:11][NH2:12]>S(=O)(=O)(O)O.CO>[CH3:11][NH:12][C:8](=[O:10])[CH2:7][C:1]1[CH:6]=[CH:5][CH:4]=[CH:3][CH:2]=1. Reported procedure: Phenylacetic acid (10 g, 73.5 mmol) and methanol (60 ml) were added to a 250 ml three-necked flask, followed by addition of 10 drops concentrated sulphuric acid. The resulting solution was heated to reflux for 2 hours. Then, the solution was cooled to room temperature, followed by adding 25-30% aqueous solution of methylamine (50 ml, approximately 403 mmol), and heated to reflux for another 3 hours. After the reaction was completed, it was cooled to room temperature. Most of the solvent was remo... The reactants are O (water), CC(C)([O-])C.[K+] (Potassium t-butoxide), C(C1=CC=CC=C1)OC(=O)C(CCC1=CC=CC=C1)NC1C(NC2=C(CC1)C=CC=C2)=O (3-(1-benzyloxycarbonyl-3-phenylpropylamino)-2,3,4,5-tetrahydro-1H-[1]benzazepin-2-one), BrCC(=O)OC(C)(C)C (t-butyl bromoacetate). Run in O1CCCC1 (tetrahydrofuran). The product is C(C1=CC=CC=C1)OC(=O)C(CCC1=CC=CC=C1)NC1C(N(C2=C(CC1)C=CC=C2)CC(=O)OC(C)(C)C)=O (3-(1-benzyloxycarbonyl-3-phenylpropylamino)-1-t-butyloxycarbonylmethyl-2,3,4,5-tetrahydro-1H-[1]benzazepin-2-one). RXN SMILES: CC(C)([O-])C.[K+].[CH2:7]([O:14][C:15]([CH:17]([NH:26][CH:27]1[CH2:33][CH2:32][C:31]2[CH:34]=[CH:35][CH:36]=[CH:37][C:30]=2[NH:29][C:28]1=[O:38])[CH2:18][CH2:19][C:20]1[CH:25]=[CH:24][CH:23]=[CH:22][CH:21]=1)=[O:16])[C:8]1[CH:13]=[CH:12][CH:11]=[CH:10][CH:9]=1.Br[CH2:40][C:41]([O:43][C:44]([CH3:47])([CH3:46])[CH3:45])=[O:42].O>O1CCCC1>[CH2:7]([O:14][C:15]([CH:17]([NH:26][CH:27]1[CH2:33][CH2:32][C:31]2[CH:34]=[CH:35][CH:36]=[CH:37][C:30]=2[N:29]([CH2:40][C:41]([O:43][C:44]([CH3:47])([CH3:46])[CH3:45])=[O:42])[C:28]1=[O:38])[CH2:18][CH2:19][C:20]1[CH:25]=[CH:24][CH:23]=[CH:22][CH:21]=1)=[O:16])[C:8]1[CH:13]=[CH:12][CH:11]=[CH:10][CH:9]=1 |f:0.1|. Procedure: Potassium t-butoxide (1.2 g) was added to a solution of 3-(1-benzyloxycarbonyl-3-phenylpropylamino)-2,3,4,5-tetrahydro-1H-[1]benzazepin-2-one (3.0 g) and t-butyl bromoacetate (2.2 g) in tetrahydrofuran (100 ml) stirring at room temperature under an atmosphere of dry nitrogen. The reaction mixture was stirred for 20 hours at room temperature, then poured into water (250 ml) and extracted with dichloromethane (2×150 ml). The combined dichloromethane solutions were washed with water (100 ml) and dr...